This data is from the Open Reaction Database (ORD), a public repository of structured organic reaction records. The task is: describe an organic reaction: reactants, conditions, products, and yield Reactants: CC(C)(C)OC(=O)N1CCC(C(O)c2ccc(OC(F)(F)F)cc2)CC1, ClCCl, O=[Cr](=O)([O-])Cl, c1cc[nH+]cc1. The product is CC(C)(C)OC(=O)N1CCC(C(=O)c2ccc(OC(F)(F)F)cc2)CC1. Reaction SMILES: [C:1]([CH3:2])([CH3:3])([CH3:4])[O:5][C:6](=[O:7])[N:8]1[CH2:9][CH2:10][CH:11]([CH:14]([c:15]2[cH:16][cH:17][c:18]([O:21][C:22]([F:23])([F:24])[F:25])[cH:19][cH:20]2)[OH:26])[CH2:12][CH2:13]1.[Cl:38][CH2:39][Cl:40].[O:27]=[Cr:28]([Cl:29])([O-:30])=[O:31].[nH+:32]1[cH:33][cH:34][cH:35][cH:36][cH:37]1>>[C:1]([CH3:2])([CH3:3])([CH3:4])[O:5][C:6](=[O:7])[N:8]1[CH2:9][CH2:10][CH:11]([C:14]([c:15]2[cH:16][cH:17][c:18]([O:21][C:22]([F:23])([F:24])[F:25])[cH:19][cH:20]2)=[O:26])[CH2:12][CH2:13]1. The reactants are COC(=O)COc1cccc2c1OCCN2CCO, FC(F)(F)C(S)(c1ccccc1)c1ccccc1. The product is COC(=O)COc1cccc2c1OCCN2CCSC(c1ccccc1)(c1ccccc1)C(F)(F)F. Reaction SMILES: [OH:1][CH2:2][CH2:3][N:4]1[CH2:5][CH2:6][O:7][c:8]2[c:9]1[cH:10][cH:11][cH:12][c:13]2[O:14][CH2:15][C:16](=[O:17])[O:18][CH3:19].[c:20]1([C:26]([C:27]([F:28])([F:29])[F:30])([SH:31])[c:32]2[cH:33][cH:34][cH:35][cH:36][cH:37]2)[cH:21][cH:22][cH:23][cH:24][cH:25]1>>[CH2:2]([CH2:3][N:4]1[CH2:5][CH2:6][O:7][c:8]2[c:9]1[cH:10][cH:11][cH:12][c:13]2[O:14][CH2:15][C:16](=[O:17])[O:18][CH3:19])[S:31][C:26]([c:20]1[cH:21][cH:22][cH:23][cH:24][cH:25]1)([C:27]([F:28])([F:29])[F:30])[c:32]1[cH:33][cH:34][cH:35][cH:36][cH:37]1. The reactants are C(C1=CC=CC=C1)ONC(=O)[C@@H]1N(CCNC1)S(=O)(=O)N1CCC(CC1)C1=CN(C2=CC=C(C=C12)F)S(=O)(=O)CC[Si](C)(C)C (N-benzyloxy-1-{4-[5-fluoro-1-(2-trimethylsilylethane-sulfonyl)indol-3-yl]piperidine-1-sulfonyl}piperazine-2-(R)-carboxamide), C([O-])([O-])=O.[K+].[K+] (potassium carbonate), C1(CC1)CBr (cyclopropylmethyl bromide), O (Water). Solvent: CN(C)C=O (DMF). Reaction conditions: time 24 hour. Yields the product C(C1=CC=CC=C1)ONC(=O)[C@@H]1N(CCN(C1)CC1CC1)S(=O)(=O)N1CCC(CC1)C1=CN(C2=CC=C(C=C12)F)S(=O)(=O)CC[Si](C)(C)C (N-benzyloxy-1-{4-[5-fluoro-1-(2-trimethylsilylethanesulfonyl)indol-3-yl]piperidine-1-sulfonyl}-4-cyclopropylmethylpiperazine-2-(R)-carboxamide). As a reaction SMILES: [CH2:1]([O:8][NH:9][C:10]([C@H:12]1[CH2:17][NH:16][CH2:15][CH2:14][N:13]1[S:18]([N:21]1[CH2:26][CH2:25][CH:24]([C:27]2[C:35]3[C:30](=[CH:31][CH:32]=[C:33]([F:36])[CH:34]=3)[N:29]([S:37]([CH2:40][CH2:41][Si:42]([CH3:45])([CH3:44])[CH3:43])(=[O:39])=[O:38])[CH:28]=2)[CH2:23][CH2:22]1)(=[O:20])=[O:19])=[O:11])[C:2]1[CH:7]=[CH:6][CH:5]=[CH:4][CH:3]=1.C(=O)([O-])[O-].[K+].[K+].[CH:52]1([CH2:55]Br)[CH2:54][CH2:53]1.O>CN(C=O)C>[CH2:1]([O:8][NH:9][C:10]([C@H:12]1[CH2:17][N:16]([CH2:55][CH:52]2[CH2:54][CH2:53]2)[CH2:15][CH2:14][N:13]1[S:18]([N:21]1[CH2:26][CH2:25][CH:24]([C:27]2[C:35]3[C:30](=[CH:31][CH:32]=[C:33]([F:36])[CH:34]=3)[N:29]([S:37]([CH2:40][CH2:41][Si:42]([CH3:45])([CH3:44])[CH3:43])(=[O:39])=[O:38])[CH:28]=2)[CH2:23][CH2:22]1)(=[O:19])=[O:20])=[O:11])[C:2]1[CH:3]=[CH:4][CH:5]=[CH:6][CH:7]=1 |f:1.2.3|. Procedure details: To a solution of N-benzyloxy-1-{4-[5-fluoro-1-(2-trimethylsilylethane-sulfonyl)indol-3-yl]piperidine-1-sulfonyl}piperazine-2-(R)-carboxamide (424 mg, 0.68 mmol) [prepared by proceeding as described in Example 15, Steps 4 and 5, but substituting 4-(4,5,6,7-tetra-fluoroindol-3-yl)piperidinesulfamoyl chloride with 4-[5-fluoro-1-(2-trimethylsilylethane-sulfonyl)indol-3-yl]piperidinesulfamoyl chloride] in DMF (3 ml) was added potassium carbonate (470 mg, 3.4 mmol) and cyclopropylmethyl bromide (101 m... The reactants are C(CC)C(CO)CCCCC (2-propylheptanol), COC(CCCCCCC)=O (octanoic acid methyl ester). Run at temperature 60 celsius, time 48 hour. Yields the product C(CCCCCCC)(=O)OCC(CCCCC)CCC (2-propylheptyl Octanoate). Reaction SMILES: [CH2:1]([CH:4]([CH2:7][CH2:8][CH2:9][CH2:10][CH3:11])[CH2:5][OH:6])[CH2:2][CH3:3].C[O:13][C:14](=O)[CH2:15][CH2:16][CH2:17][CH2:18][CH2:19][CH2:20][CH3:21]>>[C:14]([O:6][CH2:5][CH:4]([CH2:1][CH2:2][CH3:3])[CH2:7][CH2:8][CH2:9][CH2:10][CH3:11])(=[O:13])[CH2:15][CH2:16][CH2:17][CH2:18][CH2:19][CH2:20][CH3:21]. Procedure details: 500 g 2-propylheptanol, 500 g octanoic acid methyl ester and 50 g Novozym 435 (Novo, Denmark: immobilized lipase—lipase B—from Candida antarctica) were heated under nitrogen for 5 h to 45° C. The temperature was then increased to 60° C. and vacuum (20 mbar) was applied. After 48 h under these conditions, the reaction was terminated. After the enzyme had been filtered off, the product accumulated as a colorless oil. Less than 1% of the educts could be detected by GC. Reactants: C1CCOC1, CCOC(=O)C1CCN(CCc2cn(C)c3c(-c4noc(-c5ccc(OC(C)C)c(Cl)c5)n4)cccc23)CC1, Cl, [Na+], [OH-]. Product: CC(C)Oc1ccc(-c2nc(-c3cccc4c(CCN5CCC(C(=O)O)CC5)cn(C)c34)no2)cc1Cl. As a reaction SMILES: [CH2:43]1[O:44][CH2:45][CH2:46][CH2:47]1.[Cl:1][c:2]1[cH:3][c:4](-[c:12]2[n:13][c:14](-[c:17]3[cH:18][cH:19][cH:20][c:21]4[c:22]([CH2:27][CH2:28][N:29]5[CH2:30][CH2:31][CH:32]([C:35](=[O:36])[O:37][CH2:38][CH3:39])[CH2:33][CH2:34]5)[cH:23][n:24]([CH3:26])[c:25]34)[n:15][o:16]2)[cH:5][cH:6][c:7]1[O:8][CH:9]([CH3:10])[CH3:11].[ClH:42].[Na+:41].[OH-:40]>>[Cl:1][c:2]1[cH:3][c:4](-[c:12]2[n:13][c:14](-[c:17]3[cH:18][cH:19][cH:20][c:21]4[c:22]([CH2:27][CH2:28][N:29]5[CH2:30][CH2:31][CH:32]([C:35](=[O:36])[OH:37])[CH2:33][CH2:34]5)[cH:23][n:24]([CH3:26])[c:25]34)[n:15][o:16]2)[cH:5][cH:6][c:7]1[O:8][CH:9]([CH3:10])[CH3:11]. Starting materials: OCC1=NC=C2N1CCCC2 (3-hydroxymethyl-5,6,7,8-tetrahydroimidazo[1,5-a]pyridine), Cl.NCCS (cysteamine hydrochloride). Yields the product NCCSCC1=NC=C2N1CCCC2 (3-[(2-aminoethyl)thiomethyl]-5,6,7,8-tetrahydroimidazo[1,5-a]pyridine). RXN SMILES: O[CH2:2][C:3]1[N:7]2[CH2:8][CH2:9][CH2:10][CH2:11][C:6]2=[CH:5][N:4]=1.Cl.[NH2:13][CH2:14][CH2:15][SH:16]>>[NH2:13][CH2:14][CH2:15][S:16][CH2:2][C:3]1[N:7]2[CH2:8][CH2:9][CH2:10][CH2:11][C:6]2=[CH:5][N:4]=1 |f:1.2|. Reported procedure: Reacting 3-hydroxymethyl-5,6,7,8-tetrahydroimidazo[1,5-a]pyridine with cysteamine hydrochloride by the procedure of Example 1 gives 3-[(2-aminoethyl)thiomethyl]-5,6,7,8-tetrahydroimidazo[1,5-a]pyridine.